This data is from the Open Reaction Database (ORD), a public repository of structured organic reaction records. The task is: describe an organic reaction: reactants, conditions, products, and yield The reactants are CCCCO, Clc1nncc2ccccc12, Nc1ccc(Cl)cc1. Yields the product Clc1ccc(Nc2nncc3ccccc23)cc1. RXN SMILES: [CH2:20]([OH:21])[CH2:22][CH2:23][CH3:24].[Cl:1][c:2]1[n:3][n:4][cH:5][c:6]2[cH:7][cH:8][cH:9][cH:10][c:11]12.[NH2:12][c:13]1[cH:14][cH:15][c:16]([Cl:17])[cH:18][cH:19]1>>[c:2]1([NH:12][c:13]2[cH:14][cH:15][c:16]([Cl:17])[cH:18][cH:19]2)[n:3][n:4][cH:5][c:6]2[cH:7][cH:8][cH:9][cH:10][c:11]12.